From a dataset of the Open Reaction Database (ORD), a public repository of structured organic reaction records. describe an organic reaction: reactants, conditions, products, and yield Starting materials: CC(C)(C)OC(=O)N1CCCC1c1ncc(-c2ccc(B3OC(C)(C)C(C)(C)O3)cc2)[nH]1, O=C([O-])[O-], Cc1ccccc1, O=S(=O)(Oc1cccc2c(OS(=O)(=O)C(F)(F)F)cccc12)C(F)(F)F, [K+], [K+], c1ccc(P(c2ccccc2)(c2ccccc2)[Pd](P(c2ccccc2)(c2ccccc2)c2ccccc2)(P(c2ccccc2)(c2ccccc2)c2ccccc2)P(c2ccccc2)(c2ccccc2)c2ccccc2)cc1. The product is CC(C)(C)OC(=O)N1CCCC1c1ncc(-c2ccc(-c3cccc4c(OS(=O)(=O)C(F)(F)F)cccc34)cc2)[nH]1. Reaction SMILES: [C:1]([CH3:2])([CH3:3])([CH3:4])[O:5][C:6](=[O:7])[N:8]1[CH:9]([c:13]2[nH:14][c:15](-[c:18]3[cH:19][cH:20][c:21]([B:24]4[O:25][C:26]([CH3:27])([CH3:28])[C:29]([CH3:30])([CH3:31])[O:32]4)[cH:22][cH:23]3)[cH:16][n:17]2)[CH2:10][CH2:11][CH2:12]1.[C:59](=[O:60])([O-:61])[O-:62].[CH3:65][c:66]1[cH:67][cH:68][cH:69][cH:70][cH:71]1.[F:33][C:34]([S:35](=[O:36])(=[O:37])[O:38][c:39]1[c:40]2[cH:41][cH:42][cH:43][c:44]([O:49][S:50]([C:51]([F:52])([F:53])[F:54])(=[O:55])=[O:56])[c:45]2[cH:46][cH:47][cH:48]1)([F:57])[F:58].[K+:63].[K+:64].[cH:72]1[cH:73][cH:74][c:75]([P:76]([Pd:77]([P:78]([c:79]2[cH:80][cH:81][cH:82][cH:83][cH:84]2)([c:85]2[cH:86][cH:87][cH:88][cH:89][cH:90]2)[c:91]2[cH:92][cH:93][cH:94][cH:95][cH:96]2)([P:97]([c:98]2[cH:99][cH:100][cH:101][cH:102][cH:103]2)([c:104]2[cH:105][cH:106][cH:107][cH:108][cH:109]2)[c:110]2[cH:111][cH:112][cH:113][cH:114][cH:115]2)[P:116]([c:117]2[cH:118][cH:119][cH:120][cH:121][cH:122]2)([c:123]2[cH:124][cH:125][cH:126][cH:127][cH:128]2)[c:129]2[cH:130][cH:131][cH:132][cH:133][cH:134]2)([c:135]2[cH:136][cH:137][cH:138][cH:139][cH:140]2)[c:141]2[cH:142][cH:143][cH:144][cH:145][cH:146]2)[cH:147][cH:148]1>>[C:1]([CH3:2])([CH3:3])([CH3:4])[O:5][C:6](=[O:7])[N:8]1[CH:9]([c:13]2[nH:14][c:15](-[c:18]3[cH:19][cH:20][c:21](-[c:44]4[cH:43][cH:42][cH:41][c:40]5[c:39]([O:38][S:35]([C:34]([F:33])([F:57])[F:58])(=[O:36])=[O:37])[cH:48][cH:47][cH:46][c:45]54)[cH:22][cH:23]3)[cH:16][n:17]2)[CH2:10][CH2:11][CH2:12]1.